From a dataset of the Open Reaction Database (ORD), a public repository of structured organic reaction records. describe an organic reaction: reactants, conditions, products, and yield Reported procedure: 2M Lithium hydroxide (8.5 mL, 17.0 mmol) was added to a solution of methyl 4′-bromo-4-(dimethylamino)biphenyl-2-carboxylate (1.9 g, 5.69 mmol) in THF (20 mL) and methanol (20 mL) and stirred at r.t. for 18 hrs. The reaction was then diluted with 1M HCl and extracted with EtOAc. The organic layer was washed with water then brine, dried over MgSO4, filtered and then evaporated to give 4′-bromo-4-(dimethylamino)biphenyl-2-carboxylic acid (1.34 g, 4.19 mmol, 74% yield) as a white solid. LCMS: rt=1.5... Yields the product BrC1=CC=C(C=C1)C=1C(=CC(=CC1)N(C)C)C(=O)O (4′-bromo-4-(dimethylamino)biphenyl-2-carboxylic acid). Reaction conditions: time 18 hour. Reactants: [OH-].[Li+] (Lithium hydroxide), BrC1=CC=C(C=C1)C=1C(=CC(=CC1)N(C)C)C(=O)OC (methyl 4′-bromo-4-(dimethylamino)biphenyl-2-carboxylate). Yield: 73.6%. Solvent: C1CCOC1 (THF), CO (methanol), Cl (HCl). RXN SMILES: [OH-].[Li+].[Br:3][C:4]1[CH:9]=[CH:8][C:7]([C:10]2[C:11]([C:19]([O:21]C)=[O:20])=[CH:12][C:13]([N:16]([CH3:18])[CH3:17])=[CH:14][CH:15]=2)=[CH:6][CH:5]=1>C1COCC1.CO.Cl>[Br:3][C:4]1[CH:5]=[CH:6][C:7]([C:10]2[C:11]([C:19]([OH:21])=[O:20])=[CH:12][C:13]([N:16]([CH3:17])[CH3:18])=[CH:14][CH:15]=2)=[CH:8][CH:9]=1 |f:0.1|.